Dataset: the Open Reaction Database (ORD), a public repository of structured organic reaction records. Task: describe an organic reaction: reactants, conditions, products, and yield Starting materials: C1(CCCCC1)COC=1C=C(C=CC1)C(CC#N)O (3-(3-(cyclohexylmethoxy)phenyl)-3-hydroxypropanenitrile), C([C@H](O)C1=CC=CC=C1)(=O)O ((R)-Mandelic acid), crystals, CSC.C1CCOC1 (methyl sulfide THF). Solvent: C1CCOC1 (THF). Conditions: temperature 67 celsius, time 21 hour. Product: NCC[C@@H](O)C1=CC(=CC=C1)OCC1CCCCC1 ((R)-3-Amino-1-(3-(cyclohexylmethoxy)phenyl)propan-1-ol), (R)-3-amino-1-(3-(cyclohexylmethoxy)phenyl)propan-1-olmandelate. Yield: 36.4%. As a reaction SMILES: [CH:1]1([CH2:7][O:8][C:9]2[CH:10]=[C:11]([CH:15]([OH:19])[CH2:16][C:17]#[N:18])[CH:12]=[CH:13][CH:14]=2)[CH2:6][CH2:5][CH2:4][CH2:3][CH2:2]1.CSC.C1COCC1.C(O)(=O)[C@@H](C1C=CC=CC=1)O>C1COCC1>[NH2:18][CH2:17][CH2:16][C@H:15]([C:11]1[CH:12]=[CH:13][CH:14]=[C:9]([O:8][CH2:7][CH:1]2[CH2:6][CH2:5][CH2:4][CH2:3][CH2:2]2)[CH:10]=1)[OH:19] |f:1.2|. Procedure: Alternatively, (R)-3-Amino-1-(3-(cyclohexylmethoxy)phenyl)propan-1-ol was prepared by the following procedure. Borane-methyl sulfide complex (2.80 L, 31.3 mol) was charged to a solution of 3-(3-(cyclohexylmethoxy)phenyl)-3-hydroxypropanenitrile (6.20 kg, 23.9 mol) in THF (17.9 L) keeping the temperature below 67° C. and allowing methyl sulfide/THF to distill off. Once the addition was complete the methyl sulfide/THF distillation was continued until ˜6 L has been collected. The removed volume was... Starting materials: C1(=C(C=CC=C1)N)N (Phenylene diamine), C(C)(=O)O (acetic acid), [OH-].[K+] (KOH). The product is CC=1NC2=C(N1)C=CC=C2 (2-methyl benzimidazole). Isolated yield 77.0%. Reaction SMILES: [C:1]1([NH2:8])[CH:6]=[CH:5][CH:4]=[CH:3][C:2]=1[NH2:7].[OH-].[K+].[C:11](O)(=O)[CH3:12]>>[CH3:11][C:12]1[NH:7][C:2]2[CH:3]=[CH:4][CH:5]=[CH:6][C:1]=2[N:8]=1 |f:1.2|. Reported procedure: Phenylene diamine (32 grams) and glacial acetic acid (60 ml) were refluxed for 2 hours. Ice and KOH were added to bring the pH to 8.0, and the resulting light violet solid was filtered and collected. Recrystallization from benzene yielded 30 grams of 2-methyl benzimidazole as a light yellow solid having a melting point of 170° C. and total yield of 77%. Reactants: COC1=CC=C(C=O)C=C1 (4-methoxybenzaldehyde), N1=CC(=CC=C1)CC#N (3-pyridylacetonitrile), [OH-].[Na+] (sodium hydroxide). Isolated yield 57.9%. Solvent: CO (methanol). Reported procedure: To a stirred mixture of 4-methoxybenzaldehyde (2 g, 14.69 mmol) and 3-pyridylacetonitrile (1.58 ml, 14.84 mmol) in methanol (30 ml) was added 50% w/v sodium hydroxide (1 ml). The reaction was stirred for 3 hours. The reaction mixture was quenched with water (20 ml), acidified with 2N HCl, then rebasified with dilute NaOH (aq), and the reaction product was extracted successively into dichloromethene (3×20 ml). The organic solutions were dried over anhydrous MgSO4 and the solvent removed. Purifica... Conditions: time 3 hour. Product: C(#N)\C(=C/C1=CC=C(C=C1)OC)\C=1C=NC=CC1 ((Z)-1-Cyano-1-(3-pyridyl)-2-(4-methoxyphenyl)ethene). RXN SMILES: [CH3:1][O:2][C:3]1[CH:10]=[CH:9][C:6]([CH:7]=O)=[CH:5][CH:4]=1.[N:11]1[CH:16]=[CH:15][CH:14]=[C:13]([CH2:17][C:18]#[N:19])[CH:12]=1.[OH-].[Na+]>CO>[C:18](/[C:17](/[C:13]1[CH:12]=[N:11][CH:16]=[CH:15][CH:14]=1)=[CH:7]\[C:6]1[CH:9]=[CH:10][C:3]([O:2][CH3:1])=[CH:4][CH:5]=1)#[N:19] |f:2.3|.